The task is: describe an organic reaction: reactants, conditions, products, and yield. This data is from the Open Reaction Database (ORD), a public repository of structured organic reaction records. The product is COC(C1=CC=C(C=C1)C=1N=C(C2=C(N1)SC(=C2Cl)C)NCCC2=CC=CC=C2)=O (4-(4-phenethylamino-5-chloro-6-methyl-thieno-[2,3-d]-pyrimidin-2-yl)-benzoic acid methylester). Reported procedure: The reaction procedure as above wherein phenethylamine is reacted with 4-(4-chloro-5-chloro-6-methyl-thieno-[2,3-d]-pyrimidin-2-yl)-benzoic acid methylester yields 4-(4-phenethylamino-5-chloro-6-methyl-thieno-[2,3-d]-pyrimidin-2-yl)-benzoic acid methylester. RXN SMILES: [CH2:1]([NH2:9])[CH2:2][C:3]1[CH:8]=[CH:7][CH:6]=[CH:5][CH:4]=1.[CH3:10][O:11][C:12](=[O:31])[C:13]1[CH:18]=[CH:17][C:16]([C:19]2[N:20]=[C:21](Cl)[C:22]3[C:27]([Cl:28])=[C:26]([CH3:29])[S:25][C:23]=3[N:24]=2)=[CH:15][CH:14]=1>>[CH3:10][O:11][C:12](=[O:31])[C:13]1[CH:18]=[CH:17][C:16]([C:19]2[N:20]=[C:21]([NH:9][CH2:1][CH2:2][C:3]3[CH:8]=[CH:7][CH:6]=[CH:5][CH:4]=3)[C:22]3[C:27]([Cl:28])=[C:26]([CH3:29])[S:25][C:23]=3[N:24]=2)=[CH:15][CH:14]=1. The reactants are C(CC1=CC=CC=C1)N (phenethylamine), COC(C1=CC=C(C=C1)C=1N=C(C2=C(N1)SC(=C2Cl)C)Cl)=O (4-(4-chloro-5-chloro-6-methyl-thieno-[2,3-d]-pyrimidin-2-yl)-benzoic acid methylester). Reactants: resultant solution, [N+](=O)([O-])C=1C=C(CO)C=C(C1)[N+](=O)[O-] (3,5-dinitrobenzyl alcohol), N1=CC=CC=C1 (pyridine), C(CCCCCCCC)(=O)Cl (pelargonic acid chloride). Solvent: C(C)C(=O)C (methyl ethyl ketone), C(C)C(=O)C (methyl ethyl ketone). Reaction conditions: temperature 70 celsius. The product is C(CCCCCCCC)(=O)OCC1=CC(=CC(=C1)[N+](=O)[O-])[N+](=O)[O-] (3,5-dinitrobenzyl pelargonate). The yield is 75.1%. As a reaction SMILES: [N+:1]([C:4]1[CH:5]=[C:6]([CH:9]=[C:10]([N+:12]([O-:14])=[O:13])[CH:11]=1)[CH2:7][OH:8])([O-:3])=[O:2].N1C=CC=CC=1.[C:21](Cl)(=[O:30])[CH2:22][CH2:23][CH2:24][CH2:25][CH2:26][CH2:27][CH2:28][CH3:29]>C(C(C)=O)C>[C:21]([O:8][CH2:7][C:6]1[CH:5]=[C:4]([N+:1]([O-:3])=[O:2])[CH:11]=[C:10]([N+:12]([O-:14])=[O:13])[CH:9]=1)(=[O:30])[CH2:22][CH2:23][CH2:24][CH2:25][CH2:26][CH2:27][CH2:28][CH3:29]. Procedure: 39.6 g (0.2mol) of 3,5-dinitrobenzyl alcohol, 23.7 g (0.3 mol) of pyridine and 200 ml of methyl ethyl ketone were introduced into a reactor and dissolved by stirring under a nitrogen gas stream at about 70° C. 35.3 g (0.2 mol) of pelargonic acid chloride was dissolved in 100 ml of methyl ethyl ketone and the resultant solution was added dropwise into the reactor as described above. After the completion of the addition, the mixture was refluxed and stirred under nitrogen for about 2 hours. Then t... The reactants are O([Si](C)(C)C(C)(C)C)[C@H]1[C@@H](COC2=C1C=CC(=C2)CCO)CC2=CC=CC=C2 (Trans-3,4-dihydro-4-(t-butyldimethylsiloxy)-3-(phenylmethyl)-7-(2-hydroxyethyl)-2H-1-benzopyran), CCOC(=O)/N=N/C(=O)OCC (diethylazodicarboxylate), C1(=CC=CC=C1)P(C1=CC=CC=C1)C1=CC=CC=C1 (triphenylphosphine), OC=1C=C(C(=O)OCC)C=CC1 (ethyl 3-hydroxybenzoate). Solvent: O1CCCC1 (tetrahydrofuran). Product: O([Si](C)(C)C(C)(C)C)[C@H]1[C@@H](COC2=C1C=CC(=C2)CCOC2=CC(=CC=C2)C(=O)OCC)CC2=CC=CC=C2 (Trans-3,4-dihydro-4-(t-butyldimethylsiloxy)-3-(phenylmethyl) -7-[2-(3-ethoxycarbonylphenoxy)ethyl]-2H-1-benzopyran). The yield is 18.9%. Reaction SMILES: [O:1]([C@@H:9]1[C:14]2[CH:15]=[CH:16][C:17]([CH2:19][CH2:20][OH:21])=[CH:18][C:13]=2[O:12][CH2:11][C@H:10]1[CH2:22][C:23]1[CH:28]=[CH:27][CH:26]=[CH:25][CH:24]=1)[Si:2]([C:5]([CH3:8])([CH3:7])[CH3:6])([CH3:4])[CH3:3].CCOC(/N=N/C(OCC)=O)=O.C1(P(C2C=CC=CC=2)C2C=CC=CC=2)C=CC=CC=1.O[C:61]1[CH:62]=[C:63]([CH:69]=[CH:70][CH:71]=1)[C:64]([O:66][CH2:67][CH3:68])=[O:65]>O1CCCC1>[O:1]([C@@H:9]1[C:14]2[CH:15]=[CH:16][C:17]([CH2:19][CH2:20][O:21][C:70]3[CH:71]=[CH:61][CH:62]=[C:63]([C:64]([O:66][CH2:67][CH3:68])=[O:65])[CH:69]=3)=[CH:18][C:13]=2[O:12][CH2:11][C@H:10]1[CH2:22][C:23]1[CH:24]=[CH:25][CH:26]=[CH:27][CH:28]=1)[Si:2]([C:5]([CH3:8])([CH3:7])[CH3:6])([CH3:4])[CH3:3]. Procedure details: To a stirred solution of the compound of step A (720 mg, 18 mmole) in tetrahydrofuran (10 ml) was added diethylazodicarboxylate (430 μl, 2.5 mmole), triphenylphosphine (710 mg, 2.5 mmole) and ethyl 3-hydroxybenzoate (415 mg, 2.5 mmole). The mixture was refluxed for 3 days, the solvent removed in vacuo and the residue chromatographed (silica gel, 3:1 hexane:ether) to afford 258 mg of the title compound.